This data is from the Open Reaction Database (ORD), a public repository of structured organic reaction records. The task is: describe an organic reaction: reactants, conditions, products, and yield Reactants: FC1=C(C=CC=C1)C(C=1N(C=CC(C1OCC1=CC=CC=C1)=O)CCO)O (2-[(2-fluorophenyl)-hydroxy-methyl]-3-benzyloxy-1-(2-hydroxy-ethyl)-1H-pyridin-4-one). Solvent: C(C)O (ethanol). Yields the product FC1=C(C=CC=C1)C(C=1N(C=CC(C1O)=O)CCO)O (2-[(2-fluorophenyl)-hydroxy-methyl]-3-hydroxy-1-(2-hydroxy-ethyl)-1H-pyridin-4-one). As a reaction SMILES: [F:1][C:2]1[CH:7]=[CH:6][CH:5]=[CH:4][C:3]=1[CH:8]([OH:27])[C:9]1[N:10]([CH2:24][CH2:25][OH:26])[CH:11]=[CH:12][C:13](=[O:23])[C:14]=1[O:15]CC1C=CC=CC=1>C(O)C>[F:1][C:2]1[CH:7]=[CH:6][CH:5]=[CH:4][C:3]=1[CH:8]([OH:27])[C:9]1[N:10]([CH2:24][CH2:25][OH:26])[CH:11]=[CH:12][C:13](=[O:23])[C:14]=1[OH:15]. Procedure: Hydrogenation of 1.5 g of 2-[(2-fluorophenyl)-hydroxy-methyl]-3-benzyloxy-1-(2-hydroxy-ethyl)-1H-pyridin-4-one analogously to Example 1and recrystallisation from ethanol yield 2-[(2-fluorophenyl)-hydroxy-methyl]-3-hydroxy-1-(2-hydroxy-ethyl)-1H-pyridin-4-one in the form of colourless crystals. M.p.: 177°-178° C.